Dataset: the Open Reaction Database (ORD), a public repository of structured organic reaction records. Task: describe an organic reaction: reactants, conditions, products, and yield Conditions: temperature 0 celsius, time 15 minute. Isolated yield 82.8%. Procedure details: Triethylsilane (2.8 ml) was added to 4-tert-butyl-5-hydroxy-2-octylbenzofuran (300 mg, 1.0 mmol) and, then, trifluoroacetic acid (1.4 ml) was added dropwise under ice cooling. The mixture was stirred first at 0° C. for 15 min, then at room temperature for 1 h., Thereafter, the mixture was poured into ice water and subjected to extraction with ethyl acetate. The organic layer was washed with a saturated aqueous solution of sodium hydrogen carbonate, dried over anhydrous magnesium sulfate and conc... RXN SMILES: C([SiH](CC)CC)C.[C:8]([C:12]1[C:17]2[CH:18]=[C:19]([CH2:21][CH2:22][CH2:23][CH2:24][CH2:25][CH2:26][CH2:27][CH3:28])[O:20][C:16]=2[CH:15]=[CH:14][C:13]=1[OH:29])([CH3:11])([CH3:10])[CH3:9].FC(F)(F)C(O)=O>>[C:8]([C:12]1[C:17]2[CH2:18][CH:19]([CH2:21][CH2:22][CH2:23][CH2:24][CH2:25][CH2:26][CH2:27][CH3:28])[O:20][C:16]=2[CH:15]=[CH:14][C:13]=1[OH:29])([CH3:11])([CH3:10])[CH3:9]. Starting materials: ice water, C(C)[SiH](CC)CC (Triethylsilane), C(C)(C)(C)C1=C(C=CC2=C1C=C(O2)CCCCCCCC)O (4-tert-butyl-5-hydroxy-2-octylbenzofuran), FC(C(=O)O)(F)F (trifluoroacetic acid). The product is C(C)(C)(C)C1=C(C=CC2=C1CC(O2)CCCCCCCC)O (4-tert-butyl-5-hydroxy-2-octyl-2,3-dihydrobenzofuran).